This data is from the Open Reaction Database (ORD), a public repository of structured organic reaction records. The task is: describe an organic reaction: reactants, conditions, products, and yield Starting materials: Br, O=C([O-])O, COc1ccc2c(c1)-c1[nH]ncc1CS2, [Na+]. The product is Oc1ccc2c(c1)-c1[nH]ncc1CS2. RXN SMILES: [BrH:16].[C:17](=[O:18])([OH:19])[O-:20].[CH3:1][O:2][c:3]1[cH:4][cH:5][c:6]2[c:7]([cH:8]1)-[c:9]1[nH:10][n:11][cH:12][c:13]1[CH2:14][S:15]2.[Na+:21]>>[OH:2][c:3]1[cH:4][cH:5][c:6]2[c:7]([cH:8]1)-[c:9]1[nH:10][n:11][cH:12][c:13]1[CH2:14][S:15]2. Reactants: S(=O)(=O)([O-])[O-].[Co+2] (cobalt sulfate), [Ni] (Ni), C([O-])([O-])=O.[Na+].[Na+] (sodium carbonate). Solvent: S(=O)(=O)([O-])[O-].[Ni+2].O (water nickel sulfate). The product is S(=O)(=O)([O-])[O-].[Ni+2] (nickel sulfate), S(=O)(=O)([O-])[O-].[Co+2] (cobalt sulfate), C([O-])([O-])=O.[Co+2].[Ni+2].C([O-])([O-])=O (nickel-cobalt carbonate). RXN SMILES: [S:1]([O-:5])([O-:4])(=[O:3])=[O:2].[Co+2:6].[Ni:7].[C:8](=[O:11])([O-:10])[O-:9].[Na+].[Na+]>S([O-])([O-])(=O)=O.[Ni+2].O>[S:1]([O-:5])([O-:4])(=[O:3])=[O:2].[Ni+2:7].[S:1]([O-:5])([O-:4])(=[O:3])=[O:2].[Co+2:6].[C:8](=[O:9])([O-:11])[O-:10].[Co+2:6].[Ni+2:7].[C:8](=[O:9])([O-:11])[O-:10] |f:0.1,3.4.5,6.7.8,9.10,11.12,13.14.15.16|. Procedure details: Subsequently, a mixed solution of nickel sulfate and cobalt sulfate is prepared by dissolving in water nickel sulfate and cobalt sulfate at a molar ratio of Co to Ni of 20%, and a solution of sodium carbonate is added to the mixed solution, and nickel-cobalt carbonate is obtained by co-precipitation. By washing the obtained nickel-cobalt carbonate in water and drying at 80° C. to make it powdery, a nickel-cobalt carbonate (Ni0.8Co0.2CO3) in which secondary particles similar to spherical or ellip...